This data is from the Open Reaction Database (ORD), a public repository of structured organic reaction records. The task is: describe an organic reaction: reactants, conditions, products, and yield Starting materials: CNC1=CC=C(C=C1)C(C[N+](=O)[O-])C[N+](=O)[O-] (N-methyl-4-[2-nitro-1-(nitromethyl)ethyl]aniline), [H][H] (hydrogen). Reagents/catalysts: [Pt](=O)=O (platinum (IV) oxide). Solvent: CO (MeOH). The product is CNC1=CC=C(C=C1)C(CN)CN (2-[4-(Methylamino)phenyl]propane-1,3-diamine). RXN SMILES: [CH3:1][NH:2][C:3]1[CH:8]=[CH:7][C:6]([CH:9]([CH2:14][N+:15]([O-])=O)[CH2:10][N+:11]([O-])=O)=[CH:5][CH:4]=1.[H][H]>CO.[Pt](=O)=O>[CH3:1][NH:2][C:3]1[CH:4]=[CH:5][C:6]([CH:9]([CH2:14][NH2:15])[CH2:10][NH2:11])=[CH:7][CH:8]=1. Procedure details: A mixture of N-methyl-4-[2-nitro-1-(nitromethyl)ethyl]aniline (42.7 mg, 0.178 mmol, 83 mol % purity) and 25 mg platinum (IV) oxide in 4 mL MeOH contained in a pressure tube was reacted under 65 PSI hydrogen. After 20 hours the mixture was filtered past Celite and rinsed with MeOH. The MeOH solution of crude product was stored under N2 in the freezer and used as is for the next reaction (contained 16 mol % [4-(methylamino)phenyl]methanol impurity). 1H NMR (CD3OD) δ: 7.00-7.05 (m, 2H), 6.62-6.68 (... The reactants are COC(=O)c1cc(NCCN2CCCC2)cc(N2CCN(C(=O)OC(C)(C)C)CC2)c1, CO, [K+], [OH-], O, O=C(O)CC(O)(CC(=O)O)C(=O)O. Product: CC(C)(C)OC(=O)N1CCN(c2cc(NCCN3CCCC3)cc(C(=O)O)c2)CC1. Reaction SMILES: [CH3:1][O:2][C:3](=[O:4])[c:5]1[cH:6][c:7]([N:19]2[CH2:20][CH2:21][N:22]([C:25](=[O:26])[O:27][C:28]([CH3:29])([CH3:30])[CH3:31])[CH2:23][CH2:24]2)[cH:8][c:9]([NH:11][CH2:12][CH2:13][N:14]2[CH2:15][CH2:16][CH2:17][CH2:18]2)[cH:10]1.[CH3:47][OH:48].[K+:33].[OH-:32].[OH2:49].[OH:34][C:35]([CH2:36][C:37]([C:38](=[O:39])[OH:40])([CH2:41][C:42](=[O:43])[OH:44])[OH:45])=[O:46]>>[O:2]=[C:3]([OH:4])[c:5]1[cH:6][c:7]([N:19]2[CH2:20][CH2:21][N:22]([C:25](=[O:26])[O:27][C:28]([CH3:29])([CH3:30])[CH3:31])[CH2:23][CH2:24]2)[cH:8][c:9]([NH:11][CH2:12][CH2:13][N:14]2[CH2:15][CH2:16][CH2:17][CH2:18]2)[cH:10]1. Procedure: 897 mg of N-[3-[3-(piperidinomethyl)phenoxy]propyl]-2-(2-hydroxyethylsulfonyl)acetamide obtained in Example 7 was dissolved in 428 mg of acetic anhydride and 462 mg of pyridine and stirred at external temperature of 55° C. for 2 hours. Then, it was added to a mixture of 20 ml saturated aqueous NaCl solution and 15 ml saturated aqueous sodium hydrogencarbonate solution and was extracted with chloroform. The extracted solution was dried over magnesium sulfate, and then chloroform was distilled off... Reaction SMILES: [N:1]1([CH2:7][C:8]2[CH:9]=[C:10]([CH:25]=[CH:26][CH:27]=2)[O:11][CH2:12][CH2:13][CH2:14][NH:15][C:16](=[O:24])[CH2:17][S:18]([CH2:21][CH2:22][OH:23])(=[O:20])=[O:19])[CH2:6][CH2:5][CH2:4][CH2:3][CH2:2]1.N1[CH:33]=[CH:32]C=CC=1.[Na+].[Cl-].C(=O)([O-])[OH:37].[Na+]>C(OC(=O)C)(=O)C.C(O)(=O)C.CO.C(Cl)(Cl)Cl>[N:1]1([CH2:7][C:8]2[CH:9]=[C:10]([CH:25]=[CH:26][CH:27]=2)[O:11][CH2:12][CH2:13][CH2:14][NH:15][C:16](=[O:24])[CH2:17][S:18]([CH2:21][CH2:22][O:23][C:32](=[O:37])[CH3:33])(=[O:20])=[O:19])[CH2:6][CH2:5][CH2:4][CH2:3][CH2:2]1 |f:2.3,4.5|. Product: N1(CCCCC1)CC=1C=C(OCCCNC(CS(=O)(=O)CCOC(C)=O)=O)C=CC1 (N-[3-[3-(piperidinomethyl)phenoxy]propyl]-2-(2-acetoxyethylsulfonyl)acetamide). Run in C(Cl)(Cl)Cl (chloroform), CO (methanol), C(C)(=O)OC(C)=O (acetic anhydride), C(C)(=O)O (acetic acid). Starting materials: N1=CC=CC=C1 (pyridine), N1(CCCCC1)CC=1C=C(OCCCNC(CS(=O)(=O)CCO)=O)C=CC1 (N-[3-[3-(piperidinomethyl)phenoxy]propyl]-2-(2-hydroxyethylsulfonyl)acetamide), [Na+].[Cl-] (NaCl), C(O)([O-])=O.[Na+] (sodium hydrogencarbonate). Reactants: CC(C)(C)C(=O)Cl, [Li]CCCC, CC(=O)C(=CN(C)C)c1cccc(C(F)(F)F)c1, CCCCCC, CN(C)P(=O)(N(C)C)N(C)C, CC(C)NC(C)C, [K+], C1CCOC1, O=P([O-])(O)O. The product is CN(C)C=C(C(=O)CC(=O)C(C)(C)C)c1cccc(C(F)(F)F)c1. RXN SMILES: [C:31]([C:32]([CH3:33])([CH3:34])[CH3:35])(=[O:36])[Cl:37].[CH2:8]([Li:9])[CH2:10][CH2:11][CH3:12].[CH3:13][N:14]([CH:15]=[C:16]([C:17]([CH3:18])=[O:19])[c:20]1[cH:21][c:22]([C:26]([F:27])([F:28])[F:29])[cH:23][cH:24][cH:25]1)[CH3:30].[CH3:44][CH2:45][CH2:46][CH2:47][CH2:48][CH3:49].[CH3:55][N:56]([P:57]([N:58]([CH3:59])[CH3:60])([N:61]([CH3:62])[CH3:63])=[O:64])[CH3:65].[CH:1]([NH:2][CH:3]([CH3:4])[CH3:5])([CH3:6])[CH3:7].[K+:38].[O:50]1[CH2:51][CH2:52][CH2:53][CH2:54]1.[OH:39][P:40](=[O:41])([O-:42])[OH:43]>>[CH3:13][N:14]([CH:15]=[C:16]([C:17]([CH2:18][C:31]([C:32]([CH3:33])([CH3:34])[CH3:35])=[O:36])=[O:19])[c:20]1[cH:21][c:22]([C:26]([F:27])([F:28])[F:29])[cH:23][cH:24][cH:25]1)[CH3:30]. The reactants are CCC(C)=O, CCOP(=O)([O-])Cc1ccc(Cl)cc1C, CON=C(CCl)OC(=O)N(C)C, [I-], [K+], [K+]. Product: CCOP(=O)(Cc1ccc(Cl)cc1C)OCC(=NOC)OC(=O)N(C)C. Reaction SMILES: [CH2:31]([C:32]([CH3:33])=[O:34])[CH3:35].[CH3:13][c:14]1[c:15]([CH2:16][P:17]([O:18][CH2:19][CH3:20])([O-:21])=[O:22])[cH:23][cH:24][c:25]([Cl:27])[cH:26]1.[Cl:1][CH2:2][C:3](=[N:4][O:5][CH3:6])[O:7][C:8]([N:9]([CH3:10])[CH3:11])=[O:12].[I-:30].[K+:28].[K+:29]>>[CH2:2]([C:3](=[N:4][O:5][CH3:6])[O:7][C:8]([N:9]([CH3:10])[CH3:11])=[O:12])[O:22][P:17]([CH2:16][c:15]1[c:14]([CH3:13])[cH:26][c:25]([Cl:27])[cH:24][cH:23]1)([O:18][CH2:19][CH3:20])=[O:21]. Starting materials: C(C1=CC=CC=C1)C=1C=C(C=CC1Cl)NCC=1C=NC=CC1 (N-(3-benzyl-4-chlorophenyl)pyrid-3-ylmethylamine), N1=CC=CC=C1 (pyridine), FC(CS(=O)(=O)Cl)(F)F (2,2,2-trifluoroethylsulfonyl chloride). Solvent: C(Cl)Cl (DCM). Reaction conditions: time 8 hour. The product is C(C1=CC=CC=C1)C=1C=C(C=CC1Cl)N(S(=O)(=O)CC(F)(F)F)CC=1C=NC=CC1 (N-(3-Benzyl-4-chlorophenyl)-N-(2,2,2-trifluoroethanesulfonyl)pyrid-3-ylmethylamine). As a reaction SMILES: [CH2:1]([C:8]1[CH:9]=[C:10]([NH:15][CH2:16][C:17]2[CH:18]=[N:19][CH:20]=[CH:21][CH:22]=2)[CH:11]=[CH:12][C:13]=1[Cl:14])[C:2]1[CH:7]=[CH:6][CH:5]=[CH:4][CH:3]=1.N1C=CC=CC=1.[F:29][C:30]([F:37])([F:36])[CH2:31][S:32](Cl)(=[O:34])=[O:33]>C(Cl)Cl>[CH2:1]([C:8]1[CH:9]=[C:10]([N:15]([CH2:16][C:17]2[CH:18]=[N:19][CH:20]=[CH:21][CH:22]=2)[S:32]([CH2:31][C:30]([F:37])([F:36])[F:29])(=[O:34])=[O:33])[CH:11]=[CH:12][C:13]=1[Cl:14])[C:2]1[CH:3]=[CH:4][CH:5]=[CH:6][CH:7]=1. Reported procedure: N-(3-benzyl-4-chlorophenyl)pyrid-3-ylmethylamine (0.04 g, 0.13 mmol)and pyridine (1 ml) was dissolved in DCM. The reaction was cooled in an ice-bath to which was added dropwise 2,2,2-trifluoroethylsulfonyl chloride (0.59 g, 0.32 mmol). The mixture was stirred at room temperature overnight. After evaporation of solvent, the residue was dissolved in EtOAc and washed with cold NaHCO3 and brine, and evaporated to dryness. Chromatography gave the title compound. 1H NMR: 8.51 (d,1H,J=3.9 Hz), 8.27 (s,... Reactants: CCOC(C)=O, Nc1cccc(F)c1, O, c1ccncc1, O=S(=O)(Cl)c1ccc2[nH]ncc2c1. The product is O=S(=O)(Nc1cccc(F)c1)c1ccc2[nH]ncc2c1. As a reaction SMILES: [CH3:22][CH2:23][O:24][C:25](=[O:26])[CH3:27].[NH2:1][c:2]1[cH:3][cH:4][cH:5][c:6]([F:7])[cH:8]1.[OH2:28].[cH:29]1[cH:30][cH:31][n:32][cH:33][cH:34]1.[nH:9]1[n:10][cH:11][c:12]2[cH:13][c:14]([S:18](=[O:19])(=[O:20])[Cl:21])[cH:15][cH:16][c:17]12>>[NH:1]([c:2]1[cH:3][cH:4][cH:5][c:6]([F:7])[cH:8]1)[S:18]([c:14]1[cH:13][c:12]2[cH:11][n:10][nH:9][c:17]2[cH:16][cH:15]1)(=[O:19])=[O:20].